Dataset: the Open Reaction Database (ORD), a public repository of structured organic reaction records. Task: describe an organic reaction: reactants, conditions, products, and yield Reaction SMILES: [Br:14][CH2:15][c:16]1[cH:17][cH:18][cH:19][cH:20][cH:21]1.[CH:1](=[O:2])[c:3]1[cH:4][c:5]([C:6](=[O:7])[O:8][CH3:9])[cH:10][cH:11][c:12]1[OH:13].[K+:22].[K+:23].[O-:24][C:25]([O-:26])=[O:27].[O:28]=[CH:29][N:30]([CH3:31])[CH3:32]>>[CH:1](=[O:2])[c:3]1[cH:4][c:5]([C:6](=[O:7])[O:8][CH3:9])[cH:10][cH:11][c:12]1[O:13][CH2:15][c:16]1[cH:17][cH:18][cH:19][cH:20][cH:21]1. Starting materials: BrCc1ccccc1, COC(=O)c1ccc(O)c(C=O)c1, [K+], [K+], O=C([O-])[O-], CN(C)C=O. Product: COC(=O)c1ccc(OCc2ccccc2)c(C=O)c1. Starting materials: CCOC(=O)CNC, CN(C)c1ccncc1, ClCCl, Cl, O=C(O)C#Cc1ccccc1F. Yields the product CCOC(=O)CN(C)C(=O)C#Cc1ccccc1F. Reaction SMILES: [CH2:14]([CH3:15])[O:16][C:17]([CH2:18][NH:19][CH3:20])=[O:21].[CH3:25][N:26]([c:27]1[cH:28][cH:29][n:30][cH:31][cH:32]1)[CH3:33].[Cl:22][CH2:23][Cl:24].[ClH:13].[F:1][c:2]1[c:3]([C:8]#[C:9][C:10](=[O:11])[OH:12])[cH:4][cH:5][cH:6][cH:7]1>>[F:1][c:2]1[c:3]([C:8]#[C:9][C:10](=[O:12])[N:19]([CH2:18][C:17]([O:16][CH2:14][CH3:15])=[O:21])[CH3:20])[cH:4][cH:5][cH:6][cH:7]1. Reactants: CS(=O)(=O)C1=C(C=CC=C1)C1=NC2=CC=CN=C2C=C1C(=O)OC (methyl 2-(2-(methylsulfonyl)phenyl)-1,5-naphthyridine-3-carboxylate), CC(C)C[AlH]CC(C)C (DIBAL-H). Solvent: C(Cl)Cl (DCM). Reaction conditions: time 4 hour. The product is CC(O)C=1C(=NC2=CC=CN=C2C1)C1=C(C=CC=C1)S(=O)(=O)C (methyl (2-(2-(methylsulfonyl)phenyl)-1,5-naphthyridin-3-yl)methanol). Reaction SMILES: [CH3:1][S:2]([C:5]1[CH:10]=[CH:9][CH:8]=[CH:7][C:6]=1[C:11]1[C:20]([C:21]([O:23]C)=O)=[CH:19][C:18]2[C:13](=[CH:14][CH:15]=[CH:16][N:17]=2)[N:12]=1)(=[O:4])=[O:3].[CH3:25]C(C[AlH]CC(C)C)C>C(Cl)Cl>[CH3:25][CH:21]([C:20]1[C:11]([C:6]2[CH:7]=[CH:8][CH:9]=[CH:10][C:5]=2[S:2]([CH3:1])(=[O:4])=[O:3])=[N:12][C:13]2[C:18]([CH:19]=1)=[N:17][CH:16]=[CH:15][CH:14]=2)[OH:23]. Procedure: To a solution of methyl 2-(2-(methylsulfonyl)phenyl)-1,5-naphthyridine-3-carboxylate (1.2 g, 3.5 mmol) in DCM (30 mL) was added DIBAL-H (35 mL, 35 mmol) at −78° C. The reaction mixture was stirred for 4 h at same temperature. The reaction mixture was quenched with satd solution of ammonium chloride and extracted with EtOAc. The organic layer was concentrated in vacuo to give methyl (2-(2-(methylsulfonyl)phenyl)-1,5-naphthyridin-3-yl)methanol: LC-MS (ESI) m/z 315.0 [M+H]+. It was carried on crude... Starting materials: C(C1=CC=CC=C1)OC=1C(=CC(=C(C(=O)OCC)C1)NC1CCOCC1)F (Ethyl 5-(benzyloxy)-4-fluoro-2-(tetrahydro-2H-pyran-4-ylamino)benzoate), [OH-].[K+] (KOH). Solvent: C(C)(C)O (isopropanol), O (water). Yields the product C(C1=CC=CC=C1)OC=1C(=CC(=C(C(=O)O)C1)NC1CCOCC1)F (5-(benzyloxy)-4-fluoro-2-(tetrahydro-2H-pyran-4-ylamino)benzoic acid). Isolated yield 98.4%. RXN SMILES: [CH2:1]([O:8][C:9]1[C:10]([F:27])=[CH:11][C:12]([NH:20][CH:21]2[CH2:26][CH2:25][O:24][CH2:23][CH2:22]2)=[C:13]([CH:19]=1)[C:14]([O:16]CC)=[O:15])[C:2]1[CH:7]=[CH:6][CH:5]=[CH:4][CH:3]=1.[OH-].[K+]>C(O)(C)C.O>[CH2:1]([O:8][C:9]1[C:10]([F:27])=[CH:11][C:12]([NH:20][CH:21]2[CH2:26][CH2:25][O:24][CH2:23][CH2:22]2)=[C:13]([CH:19]=1)[C:14]([OH:16])=[O:15])[C:2]1[CH:3]=[CH:4][CH:5]=[CH:6][CH:7]=1 |f:1.2|. Reported procedure: A mixture of 1.0 g of the compound obtained in Step 4.3 and 0.45 g of KOH in 16 ml of isopropanol and 4 ml of water is irradiated in a microwave field for 20 minutes at 130° C. The reaction medium is evaporated under reduced pressure. Water is added, the resulting mixture is acidified with aqueous 1N HCl solution to pH 3 and this mixture is extracted with EtOAc. The organic phase is dried over Na2SO4 and filtered, and the filtrate is evaporated under reduced pressure to give 0.91 g of the expect... Reactants: [Al+3], C1CCOC1, CCOC(C)=O, [Cl-], COC(=O)CCc1ccccc1F, [H-], [H-], [H-], [H-], [Li+], [NH4+]. Product: OCCCc1ccccc1F. Reaction SMILES: [Al+3:2].[CH2:28]1[O:29][CH2:30][CH2:31][CH2:32]1.[CH3:20][CH2:21][O:22][C:23](=[O:24])[CH3:25].[Cl-:26].[F:7][c:8]1[c:9]([CH2:14][CH2:15][C:16](=[O:17])[O:18][CH3:19])[cH:10][cH:11][cH:12][cH:13]1.[H-:1].[H-:4].[H-:5].[H-:6].[Li+:3].[NH4+:27]>>[F:7][c:8]1[c:9]([CH2:14][CH2:15][CH2:16][OH:17])[cH:10][cH:11][cH:12][cH:13]1. Reaction SMILES: [CH2:29]([CH:30]([CH3:31])[CH3:32])[Br:33].[CH3:1][c:2]1[n:3][c:4]([O:17][CH2:18][C:19](=[O:20])[N:21]([CH:22]2[CH2:23][CH2:24][NH:25][CH2:26][CH2:27]2)[CH3:28])[n:5][c:6]([CH3:16])[c:7]1[NH:8][C:9]([O:10][C:11]([CH3:12])([CH3:13])[CH3:14])=[O:15]>>[CH3:1][c:2]1[n:3][c:4]([O:17][CH2:18][C:19](=[O:20])[N:21]([CH:22]2[CH2:23][CH2:24][N:25]([CH2:29][CH:30]([CH3:31])[CH3:32])[CH2:26][CH2:27]2)[CH3:28])[n:5][c:6]([CH3:16])[c:7]1[NH:8][C:9]([O:10][C:11]([CH3:12])([CH3:13])[CH3:14])=[O:15]. Yields the product Cc1nc(OCC(=O)N(C)C2CCN(CC(C)C)CC2)nc(C)c1NC(=O)OC(C)(C)C. Starting materials: CC(C)CBr, Cc1nc(OCC(=O)N(C)C2CCNCC2)nc(C)c1NC(=O)OC(C)(C)C.